From a dataset of the Open Reaction Database (ORD), a public repository of structured organic reaction records. describe an organic reaction: reactants, conditions, products, and yield The reactants are O=[N+]([O-])c1cccc(Br)c1, CC#Cc1cccc(N)c1, CCNCC, C#C[Si](C)(C)C, [I-], c1ccc(P(c2ccccc2)(c2ccccc2)[Pd](P(c2ccccc2)(c2ccccc2)c2ccccc2)(P(c2ccccc2)(c2ccccc2)c2ccccc2)P(c2ccccc2)(c2ccccc2)c2ccccc2)cc1. Yields the product C[Si](C)(C)C#Cc1cccc([N+](=O)[O-])c1. RXN SMILES: [Br:11][c:12]1[cH:13][c:14]([N+:18](=[O:19])[O-:20])[cH:15][cH:16][cH:17]1.[C:1]([c:2]1[cH:3][c:4]([NH2:8])[cH:5][cH:6][cH:7]1)#[C:9][CH3:10].[CH2:28]([NH:29][CH2:30][CH3:31])[CH3:32].[CH3:21][Si:22]([CH3:23])([CH3:24])[C:25]#[CH:26].[I-:27].[cH:33]1[cH:34][cH:35][c:36]([P:37]([Pd:38]([P:39]([c:40]2[cH:41][cH:42][cH:43][cH:44][cH:45]2)([c:46]2[cH:47][cH:48][cH:49][cH:50][cH:51]2)[c:52]2[cH:53][cH:54][cH:55][cH:56][cH:57]2)([P:58]([c:59]2[cH:60][cH:61][cH:62][cH:63][cH:64]2)([c:65]2[cH:66][cH:67][cH:68][cH:69][cH:70]2)[c:71]2[cH:72][cH:73][cH:74][cH:75][cH:76]2)[P:77]([c:78]2[cH:79][cH:80][cH:81][cH:82][cH:83]2)([c:84]2[cH:85][cH:86][cH:87][cH:88][cH:89]2)[c:90]2[cH:91][cH:92][cH:93][cH:94][cH:95]2)([c:96]2[cH:97][cH:98][cH:99][cH:100][cH:101]2)[c:102]2[cH:103][cH:104][cH:105][cH:106][cH:107]2)[cH:108][cH:109]1>>[c:12]1([C:26]#[C:25][Si:22]([CH3:21])([CH3:23])[CH3:24])[cH:13][c:14]([N+:18](=[O:19])[O-:20])[cH:15][cH:16][cH:17]1. Starting materials: C(C)(=O)Cl (acetyl chloride), C(C)OC(C)=O.Cl (hydrogen chloride ethyl acetate), C(C)(=O)OCC (ethyl acetate), C(=O)C1=CC=C(OCC=2C=C(C=CC2)C2=C(C=C(C=C2C)OCCNC(OC(C)(C)C)=O)C)C=C1 (tert-butyl [2-({3′-[(4-formylphenoxy)methyl]-2,6-dimethylbiphenyl-4-yl}oxy)ethyl]carbamate). Solvent: C(C)N(CC)CC (triethylamine), ClCCl (Dichloromethane). Conditions: temperature 0 celsius, time 2 hour. Yields the product C(=O)C1=CC=C(OCC=2C=C(C=CC2)C2=C(C=C(C=C2C)OCCNC(C)=O)C)C=C1 (N-[2-({3′-[(4-formylphenoxy)methyl]-2,6-dimethylbiphenyl-4-yl}oxy)ethyl]acetamide). As a reaction SMILES: [CH2:1](OC(=O)C)C.Cl.C(OCC)(=O)C.[CH:14]([C:16]1[CH:48]=[CH:47][C:19]([O:20][CH2:21][C:22]2[CH:23]=[C:24]([C:28]3[C:33]([CH3:34])=[CH:32][C:31]([O:35][CH2:36][CH2:37][NH:38][C:39](=[O:45])OC(C)(C)C)=[CH:30][C:29]=3[CH3:46])[CH:25]=[CH:26][CH:27]=2)=[CH:18][CH:17]=1)=[O:15].C(Cl)(=O)C>C(N(CC)CC)C.ClCCl>[CH:14]([C:16]1[CH:17]=[CH:18][C:19]([O:20][CH2:21][C:22]2[CH:23]=[C:24]([C:28]3[C:29]([CH3:46])=[CH:30][C:31]([O:35][CH2:36][CH2:37][NH:38][C:39](=[O:45])[CH3:1])=[CH:32][C:33]=3[CH3:34])[CH:25]=[CH:26][CH:27]=2)=[CH:47][CH:48]=1)=[O:15] |f:0.1|. Reported procedure: A 4 M hydrogen chloride ethyl acetate solution was dropwise added under ice-cooling to an ethyl acetate solution of tert-butyl [2-({3′-[(4-formylphenoxy)methyl]-2,6-dimethylbiphenyl-4-yl}oxy)ethyl]carbamate, followed by stirring at 0° C. for 2 hours. Dichloromethane, acetyl chloride and triethylamine were added to the resulting compound, followed by stirring at room temperature for 12 hours to obtain N-[2-({3′-[(4-formylphenoxy)methyl]-2,6-dimethylbiphenyl-4-yl}oxy)ethyl]acetamide. The reactants are B.C1CCOC1 (borane THF), C(C)(C)(C)OC(=O)N1C(CN(CC1)C(=O)OC(C)(C)C)C(=O)O (1,4-Di(tert-butoxycarbonyl)piperazine-2-carboxylic acid), [H-].[Na+] (NaH). Solvent: C1CCOC1 (THF). Run at temperature 50 celsius, time 2 hour. Yields the product O=C1OCC2N1CCN(C2)C(=O)OC(C)(C)C (tert-butyl tetrahydro-3-oxo-1H-oxazolo[3,4-a]pyrazine-7(3H)-carboxylate). Yield: 59.6%. As a reaction SMILES: C(O[C:6]([N:8]1[CH2:13][CH2:12][N:11]([C:14]([O:16][C:17]([CH3:20])([CH3:19])[CH3:18])=[O:15])[CH2:10][CH:9]1[C:21]([OH:23])=O)=[O:7])(C)(C)C.B.C1COCC1.[H-].[Na+]>C1COCC1>[O:7]=[C:6]1[N:8]2[CH2:13][CH2:12][N:11]([C:14]([O:16][C:17]([CH3:18])([CH3:19])[CH3:20])=[O:15])[CH2:10][CH:9]2[CH2:21][O:23]1 |f:1.2,3.4|. Procedure details: 1,4-Di(tert-butoxycarbonyl)piperazine-2-carboxylic acid (14.45 g, 43.7 mmol) was dissolved in THF (200 mL), and borane-THF complex (1.0 M solution in THF, 100 mL, 100 mmol) was added slowly. Upon complete addition, the reaction mixture was heated to 50° C. After 2 h, the reaction mixture was allowed to cool to rt and was slowly quenched by the dropwise addition of MeOH (50 mL). After gas evolution ceased, the reaction mixture was heated to 50° C. for 1 h. Upon cooling to rt, the reaction mixture... Starting materials: [Li+].[OH-] (LiOH), COC(=O)C=1C=C2C(CCC2=CC1)NS(=O)(=O)C1=C(C=C(C=C1C)OC)C (3-[[(4-methoxy-2,6-dimethyl-phenyl)sulfonyl]amino]-2,3-dihydro-1H-indene-5-carboxylic acid methyl ester). Run in CO (methanol), O1CCCC1 (tetrahydrofuran), O (water), CC(=O)C (acetone), CO (methanol). Conditions: temperature 25 celsius, time 8 hour. Product: C1CCC2=CC(=CC=C12)C(=O)O (2,3-dihydro-1H-indene-5-carboxylic acid). Isolated yield 90.0%. Reaction SMILES: [Li+].[OH-].C[O:4][C:5]([C:7]1[CH:8]=[C:9]2[C:13](=[CH:14][CH:15]=1)[CH2:12][CH2:11][CH:10]2NS(C1C(C)=CC(OC)=CC=1C)(=O)=O)=[O:6]>CO.O1CCCC1.O.CC(C)=O>[CH2:12]1[C:13]2[C:9](=[CH:8][C:7]([C:5]([OH:6])=[O:4])=[CH:15][CH:14]=2)[CH2:10][CH2:11]1 |f:0.1|. Procedure: LiOH (5 equiv.) was added to a suspension of 3-[[(4-methoxy-2,6-dimethyl-phenyl)sulfonyl]amino]-2,3-dihydro-1H-indene-5-carboxylic acid methyl ester (C-01) (11.75 mmol) in methanol (40 ml), tetrahydrofuran (40 ml) and water (30 ml) and the reaction mixture was stirred at 25° C. overnight. Methanol and THF were distilled off, the aqueous residue was acidified with 1N HCl and the mixture was filtered. The white solid obtained was taken up in a mixture of 350 ml of acetone and 50 ml of methanol and... The reactants are O=C(Cl)Cc1ccccc1Br, CCOCC, CCc1cn(C2CC(O)C(CN)O2)c(=O)nc1NC(=O)c1ccccc1, [Na+], [OH-]. Product: CCc1cn(C2CC(O)C(CNC(=O)Cc3ccccc3Br)O2)c(=O)nc1NC(=O)c1ccccc1. RXN SMILES: [Br:1][c:2]1[c:3]([CH2:8][C:9](=[O:10])[Cl:11])[cH:4][cH:5][cH:6][cH:7]1.[CH3:38][CH2:39][O:40][CH2:41][CH3:42].[NH2:12][CH2:13][CH:14]1[CH:15]([OH:37])[CH2:16][CH:17]([n:19]2[c:20](=[O:21])[n:22][c:23]([NH:24][C:25]([c:26]3[cH:27][cH:28][cH:29][cH:30][cH:31]3)=[O:32])[c:33]([CH2:35][CH3:36])[cH:34]2)[O:18]1.[Na+:44].[OH-:43]>>[Br:1][c:2]1[c:3]([CH2:8][C:9](=[O:10])[NH:12][CH2:13][CH:14]2[CH:15]([OH:37])[CH2:16][CH:17]([n:19]3[c:20](=[O:21])[n:22][c:23]([NH:24][C:25]([c:26]4[cH:27][cH:28][cH:29][cH:30][cH:31]4)=[O:32])[c:33]([CH2:35][CH3:36])[cH:34]3)[O:18]2)[cH:4][cH:5][cH:6][cH:7]1. Reactants: CSC1=NN=C(C(N1)=O)CC1=CC(=CC=C1)OC (3-methylthio-6-(3-methoxybenzyl)-1,2,4-triazin-5-one), N(C(=N)N)C=1SC=C(N1)CSCCN (2-guanidino-4-[(2-aminoethyl)thiomethyl]thiazole). The solvent is CN(C=O)C (dimethyl formamide). Reaction conditions: temperature 135 celsius, time 8 day. The product is COC=1C=C(CC=2C(NC(=NN2)NCCSCC=2N=C(SC2)NC(=N)N)=O)C=CC1 (6-(3-methoxybenzyl)-3-[2-(2-guanidinothiazol-4-yl-methylthio)ethylamino]-1,2,4-triazin-5-one). The yield is 5.9%. RXN SMILES: CS[C:3]1[NH:8][C:7](=[O:9])[C:6]([CH2:10][C:11]2[CH:16]=[CH:15][CH:14]=[C:13]([O:17][CH3:18])[CH:12]=2)=[N:5][N:4]=1.[NH:19]([C:23]1[S:24][CH:25]=[C:26]([CH2:28][S:29][CH2:30][CH2:31][NH2:32])[N:27]=1)[C:20]([NH2:22])=[NH:21]>CN(C)C=O>[CH3:18][O:17][C:13]1[CH:12]=[C:11]([CH:16]=[CH:15][CH:14]=1)[CH2:10][C:6]1[C:7](=[O:9])[NH:8][C:3]([NH:32][CH2:31][CH2:30][S:29][CH2:28][C:26]2[N:27]=[C:23]([NH:19][C:20]([NH2:22])=[NH:21])[S:24][CH:25]=2)=[N:4][N:5]=1. Procedure details: A mixture of 3-methylthio-6-(3-methoxybenzyl)-1,2,4-triazin-5-one (1.0 g) and 2-guanidino-4-[(2-aminoethyl)thiomethyl]thiazole (0.924 g) was heated at 135° C. for 3 hours. The residue was dissolved in dimethyl formamide (20 ml) and the solution was allowed to stand at room temperature for 8 days. A yellow brown solid precipitated out of solution, and this was filtered off and dried in air, then purified using pressure assisted short bed column chromatography (Kieselgel 60) with chloroform/methan...